This data is from the Open Reaction Database (ORD), a public repository of structured organic reaction records. The task is: describe an organic reaction: reactants, conditions, products, and yield Reactants: IC1(OC=2C(C=CC2)=CC1C1=CC=CC=C1)CC(=O)O (2-iodo-3-phenyl-7-benzofuranacetic acid), C1=CCCCC1 (cyclohexene), [N+](=O)([N+](=O)[O-])[O-] (dinitrogen tetroxide). The solvent is C(Cl)(Cl)Cl (chloroform), C(Cl)(Cl)Cl (chloroform). Conditions: time 20 hour. Yields the product [N+](=O)([O-])C1(OC=2C(C=CC2)=CC1C1=CC=CC=C1)CC(=O)O (2-nitro-3-phenyl-7-benzofuranacetic acid). RXN SMILES: I[C:2]1([CH2:17][C:18]([OH:20])=[O:19])[CH:10]([C:11]2[CH:16]=[CH:15][CH:14]=[CH:13][CH:12]=2)[CH:9]=[C:5]2[CH:6]=[CH:7][CH:8]=[C:4]2[O:3]1.C1CCCCC=1.[N+:27]([O-:32])([N+]([O-])=O)=[O:28]>C(Cl)(Cl)Cl>[N+:27]([C:2]1([CH2:17][C:18]([OH:20])=[O:19])[CH:10]([C:11]2[CH:16]=[CH:15][CH:14]=[CH:13][CH:12]=2)[CH:9]=[C:5]2[CH:6]=[CH:7][CH:8]=[C:4]2[O:3]1)([O-:32])=[O:28]. Procedure: To a solution of 2.2 g. (5.8 mmoles) of 2-iodo-3-phenyl-7-benzofuranacetic acid, 1 g. (5.8 mmoles) of cyclohexene and 175 ml. of chloroform is added 0.9 g. (10 mmoles) of dinitrogen tetroxide in 15 ml. of chloroform. The mixture is stirred for 20 hours, washed with water and made basic with sodium hydroxide. The chloroform layer is acidified with hydrochloric acid, washed with water twice and dried, then evaporated to provide 2-nitro-3-phenyl-7-benzofuranacetic acid, identical to the sample prep... Starting materials: NC1=CC(=C(OC2=CC(=NC=N2)NC(=O)NCCNC)C=C1)F (1-[6-(4-amino-2-fluorophenoxy)pyrimidin-4-yl]-3-(2-methylaminoethyl)urea), C=O (paraformaldehyde). Run in O1CCCC1 (tetrahydrofuran). Conditions: temperature 80 celsius, time 1 hour. The product is NC1=CC(=C(OC2=CC(=NC=N2)NC(=O)N2CN(CC2)C)C=C1)F (3-Methylimidazolidine-1-carboxylic acid [6-(4-amino-2-fluorophenoxy)pyrimidin-4-yl]amide). Isolated yield 38.0%. As a reaction SMILES: [NH2:1][C:2]1[CH:22]=[CH:21][C:5]([O:6][C:7]2[N:12]=[CH:11][N:10]=[C:9]([NH:13][C:14]([NH:16][CH2:17][CH2:18][NH:19][CH3:20])=[O:15])[CH:8]=2)=[C:4]([F:23])[CH:3]=1.[CH2:24]=O>O1CCCC1>[NH2:1][C:2]1[CH:22]=[CH:21][C:5]([O:6][C:7]2[N:12]=[CH:11][N:10]=[C:9]([NH:13][C:14]([N:16]3[CH2:17][CH2:18][N:19]([CH3:24])[CH2:20]3)=[O:15])[CH:8]=2)=[C:4]([F:23])[CH:3]=1. Procedure: To 1-[6-(4-amino-2-fluorophenoxy)pyrimidin-4-yl]-3-(2-methylaminoethyl)urea (56.8 mg) dissolved in tetrahydrofuran (5 ml) was added paraformaldehyde (59 mg), followed by stirring at 80° C. for 1 hour. The reaction mixture was cooled to room temperature, and partitioned between ethyl acetate and 2N aqueous solution of sodium hydroxide. The separated organic layer was washed with water and brine, and dried over anhydrous sodium sulfate. The solvent was evaporated to give a residue, which was purif... Yields the product C(C)(C)(C)OC(=O)N1CCC(CC1)(O)C1=CC(=CC=C1)CN (4-(3-Aminomethyl-phenyl)-4-hydroxy-piperidine-1-carboxylic acid-tert-butyl ester). The reagents and catalysts are [Rh] (Rhodium on alumina). Reaction SMILES: [C:1]([O:5][C:6]([N:8]1[CH2:13][CH2:12][C:11]([C:15]2[CH:20]=[CH:19][CH:18]=[C:17]([C:21]#[N:22])[CH:16]=2)([OH:14])[CH2:10][CH2:9]1)=[O:7])([CH3:4])([CH3:3])[CH3:2]>N.CO.[Rh]>[C:1]([O:5][C:6]([N:8]1[CH2:9][CH2:10][C:11]([C:15]2[CH:20]=[CH:19][CH:18]=[C:17]([CH2:21][NH2:22])[CH:16]=2)([OH:14])[CH2:12][CH2:13]1)=[O:7])([CH3:4])([CH3:2])[CH3:3] |f:1.2|. Solvent: N.CO (ammonia methanol). Reported procedure: A solution of 4-(3-Cyano-phenyl)-4-hydroxy-piperidine-1-carboxylic acid-tert-butyl ester (0.30 g, 0.99 mmol) in 7N ammonia/methanol (25 mL) and 5%Rhodium on alumina (0.15 g) was hydrogenated overnight on a Parr apparatus (45 psi). The reaction was filtered through celite, evaporated, and azeotroped with MeOH:toluene 1:1 (2×30 mL) to give 4-(3-Aminomethyl-phenyl)-4-hydroxy-piperidine-1-carboxylic acid-tert-butyl ester as a foam. This compound was used directly in the next step. Reactants: C(C)(C)(C)OC(=O)N1CCC(CC1)(O)C1=CC(=CC=C1)C#N (4-(3-Cyano-phenyl)-4-hydroxy-piperidine-1-carboxylic acid-tert-butyl ester). Starting materials: CC1=C(C=CC=C1)NC1=C(C=NC=2N1N=CC2C(=O)O)C(=O)N2CCC(CC2)C2=CC=CC=C2 (7-(2-Methylphenylamino)-6-(4-phenylpiperidine-1-carbonyl)pyrazolo[1,5-a]pyrimidine-3-carboxylic acid), ClC1=C(C(=NN1C)C)S(=O)(=O)N (5-chloro-1,3-dimethyl-1H-pyrazole-4-sulfonamide). Product: C1(=C(C=CC=C1)NC1=C(C=NC=2N1N=CC2C(=O)NS(=O)(=O)C=2C(=NN(C2Cl)C)C)C(=O)N2CCC(CC2)C2=CC=CC=C2)C (N-[7-(o-Tolylamino)-6-(4-phenylpiperidine-1-carbonyl)pyrazolo[1,5-a]pyrimidine-3-carbonyl]-5-chloro-1,3-dimethyl-1H-pyrazole-4-sulfonamide). Yield: 85.8%. Reaction SMILES: [CH3:1][C:2]1[CH:7]=[CH:6][CH:5]=[CH:4][C:3]=1[NH:8][C:9]1[N:14]2[N:15]=[CH:16][C:17]([C:18]([OH:20])=O)=[C:13]2[N:12]=[CH:11][C:10]=1[C:21]([N:23]1[CH2:28][CH2:27][CH:26]([C:29]2[CH:34]=[CH:33][CH:32]=[CH:31][CH:30]=2)[CH2:25][CH2:24]1)=[O:22].[Cl:35][C:36]1[N:40]([CH3:41])[N:39]=[C:38]([CH3:42])[C:37]=1[S:43]([NH2:46])(=[O:45])=[O:44]>>[C:2]1([CH3:1])[CH:7]=[CH:6][CH:5]=[CH:4][C:3]=1[NH:8][C:9]1[N:14]2[N:15]=[CH:16][C:17]([C:18]([NH:46][S:43]([C:37]3[C:38]([CH3:42])=[N:39][N:40]([CH3:41])[C:36]=3[Cl:35])(=[O:45])=[O:44])=[O:20])=[C:13]2[N:12]=[CH:11][C:10]=1[C:21]([N:23]1[CH2:28][CH2:27][CH:26]([C:29]2[CH:30]=[CH:31][CH:32]=[CH:33][CH:34]=2)[CH2:25][CH2:24]1)=[O:22]. Reported procedure: In the same manner as in Example 1, step 6 and using 7-(2-methylphenylamino)-6-(4-phenylpiperidine-1-carbonyl)pyrazolo[1,5-a]pyrimidine-3-carboxylic acid (0.08 g, 0.18 mmol) obtained in Example 39, step 2 and 5-chloro-1,3-dimethyl-1H-pyrazole-4-sulfonamide (0.18 g, 0.88 mmol), the title compound (0.10 g, 90%) was obtained.